This data is from the Open Reaction Database (ORD), a public repository of structured organic reaction records. The task is: describe an organic reaction: reactants, conditions, products, and yield Starting materials: CC(CC(O)C(Cc1ccccc1)NC(=O)c1cc(-c2ccccc2)cc(N2CCCC2=O)c1)C(=O)NCCC(C)(C)C, CC(CC(O)C(N)Cc1ccccc1)C(=O)NC1CC2CCC1C2, O=C(O)c1cccc(N2CCOC2=O)c1. The product is CC(CC(O)C(Cc1ccccc1)NC(=O)c1cccc(N2CCOC2=O)c1)C(=O)NC1CC2CCC1C2. RXN SMILES: [CH2:1]([CH:2]([NH:3][C:4](=[O:5])[c:6]1[cH:7][c:8](-[c:9]2[cH:10][cH:11][cH:12][cH:13][cH:14]2)[cH:15][c:16]([N:17]2[CH2:18][CH2:19][CH2:20][C:21]2=[O:22])[cH:23]1)[CH:24]([OH:25])[CH2:26][CH:27]([C:28](=[O:29])[NH:30][CH2:31][CH2:32][C:33]([CH3:34])([CH3:35])[CH3:36])[CH3:37])[c:38]1[cH:39][cH:40][cH:41][cH:42][cH:43]1.[CH:59]12[CH:60]([NH:66][C:67]([CH:68]([CH2:69][CH:70]([CH:71]([CH2:72][c:73]3[cH:74][cH:75][cH:76][cH:77][cH:78]3)[NH2:79])[OH:80])[CH3:81])=[O:82])[CH2:61][CH:62]([CH2:63][CH2:64]1)[CH2:65]2.[O:44]=[C:45]1[O:46][CH2:47][CH2:48][N:49]1[c:50]1[cH:51][c:52]([C:53](=[O:54])[OH:55])[cH:56][cH:57][cH:58]1>>[O:44]=[C:45]1[O:46][CH2:47][CH2:48][N:49]1[c:50]1[cH:51][c:52]([C:53](=[O:55])[NH:79][CH:71]([CH:70]([CH2:69][CH:68]([C:67]([NH:66][CH:60]2[CH:59]3[CH2:64][CH2:63][CH:62]([CH2:61]2)[CH2:65]3)=[O:82])[CH3:81])[OH:80])[CH2:72][c:73]2[cH:74][cH:75][cH:76][cH:77][cH:78]2)[cH:56][cH:57][cH:58]1.